Dataset: the Open Reaction Database (ORD), a public repository of structured organic reaction records. Task: describe an organic reaction: reactants, conditions, products, and yield Reactants: O=C=NCc1ccccc1, ClCCl, Nc1ccc(N2CCN(C(=O)c3ccccc3C(F)(F)F)CC2)cn1. Yields the product O=C(NCc1ccccc1)Nc1ccc(N2CCN(C(=O)c3ccccc3C(F)(F)F)CC2)cn1. As a reaction SMILES: [CH2:26]([c:27]1[cH:28][cH:29][cH:30][cH:31][cH:32]1)[N:33]=[C:34]=[O:35].[Cl:36][CH2:37][Cl:38].[NH2:1][c:2]1[cH:3][cH:4][c:5]([N:8]2[CH2:9][CH2:10][N:11]([C:14](=[O:15])[c:16]3[c:17]([C:22]([F:23])([F:24])[F:25])[cH:18][cH:19][cH:20][cH:21]3)[CH2:12][CH2:13]2)[cH:6][n:7]1>>[NH:1]([c:2]1[cH:3][cH:4][c:5]([N:8]2[CH2:9][CH2:10][N:11]([C:14](=[O:15])[c:16]3[c:17]([C:22]([F:23])([F:24])[F:25])[cH:18][cH:19][cH:20][cH:21]3)[CH2:12][CH2:13]2)[cH:6][n:7]1)[C:34]([NH:33][CH2:26][c:27]1[cH:28][cH:29][cH:30][cH:31][cH:32]1)=[O:35]. Reactants: C(CCCCCCCCCCCCC)C1=CC=C(N1)C(=O)OCC (Ethyl 5-tetradecylpyrrole-2-carboxylate), [OH-].[Na+] (sodium hydroxide). Solvent: C(C)O (ethanol). Yields the product C(CCCCCCCCCCCCC)C1=CC=C(N1)C(=O)O (5-tetradecylpyrrole-2-carboxylic acid). Isolated yield 73.7%. Reaction SMILES: [CH2:1]([C:15]1[NH:19][C:18]([C:20]([O:22]CC)=[O:21])=[CH:17][CH:16]=1)[CH2:2][CH2:3][CH2:4][CH2:5][CH2:6][CH2:7][CH2:8][CH2:9][CH2:10][CH2:11][CH2:12][CH2:13][CH3:14].[OH-].[Na+]>C(O)C>[CH2:1]([C:15]1[NH:19][C:18]([C:20]([OH:22])=[O:21])=[CH:17][CH:16]=1)[CH2:2][CH2:3][CH2:4][CH2:5][CH2:6][CH2:7][CH2:8][CH2:9][CH2:10][CH2:11][CH2:12][CH2:13][CH3:14] |f:1.2|. Reported procedure: Ethyl 5-tetradecylpyrrole-2-carboxylate obtained in Example 1 (0.50 g, 1.5 mmol) was dissolved in 20 ml of ethanol followed by adding 3 ml (3 mmol) of aqueous 1N sodium hydroxide solution thereto. The resulting mixture was heated under reflux for 6 hours. After cooling the mixture, precipitates were filtered, washed well with ether, suspended in diluted hydrochloric acid, and extracted with ether. The extract was further washed with an aqueous saturated solution of sodium chloride and dried over... Procedure details: To an ice-cold solution of [4-butyl-2-(4-trifluoromethyl-phenyl)-thiazole-5-yl]-methanol (1.0 g, 3.17 mmol), 2-chloro-4-hydroxy-benzoic acid methyl ester (592 mg, 3.17 mmol) and triphenylphosphine (832 mg, 3.17 mmol) in dichloromethane add diethyl azodicarboxylate (0.567 mL, 3.17 mmol). Stir the reaction mixture for 2 hours while allowing it to warm to room temperature. Remove the solvent under reduced pressure and purify the residue by flash chromatography on silica gel to give 4-[4-butyl-2-(4-... Starting materials: ice, C(CCC)C=1N=C(SC1CO)C1=CC=C(C=C1)C(F)(F)F ([4-butyl-2-(4-trifluoromethyl-phenyl)-thiazole-5-yl]-methanol), COC(C1=C(C=C(C=C1)O)Cl)=O (2-chloro-4-hydroxy-benzoic acid methyl ester), C1(=CC=CC=C1)P(C1=CC=CC=C1)C1=CC=CC=C1 (triphenylphosphine), N(=NC(=O)OCC)C(=O)OCC (diethyl azodicarboxylate). Product: COC(C1=C(C=C(C=C1)OCC1=C(N=C(S1)C1=CC=C(C=C1)C(F)(F)F)CCCC)Cl)=O (4-[4-butyl-2-(4-trifluoromethyl-phenyl)-thiazol-5-ylmethoxy]-2-chloro-benzoic acid methyl ester). As a reaction SMILES: [CH2:1]([C:5]1[N:6]=[C:7]([C:12]2[CH:17]=[CH:16][C:15]([C:18]([F:21])([F:20])[F:19])=[CH:14][CH:13]=2)[S:8][C:9]=1[CH2:10][OH:11])[CH2:2][CH2:3][CH3:4].[CH3:22][O:23][C:24](=[O:33])[C:25]1[CH:30]=[CH:29][C:28](O)=[CH:27][C:26]=1[Cl:32].C1(P(C2C=CC=CC=2)C2C=CC=CC=2)C=CC=CC=1.N(C(OCC)=O)=NC(OCC)=O>ClCCl>[CH3:22][O:23][C:24](=[O:33])[C:25]1[CH:30]=[CH:29][C:28]([O:11][CH2:10][C:9]2[S:8][C:7]([C:12]3[CH:17]=[CH:16][C:15]([C:18]([F:20])([F:21])[F:19])=[CH:14][CH:13]=3)=[N:6][C:5]=2[CH2:1][CH2:2][CH2:3][CH3:4])=[CH:27][C:26]=1[Cl:32]. The solvent is ClCCl (dichloromethane). Conditions: time 2 hour. The yield is 39.1%. The reactants are FC(C)(F)C1=CC=C(O1)CN1N=CC(=C1)N (1-[5-(1,1-difluoro-ethyl)-furan-2-ylmethyl]-1H-pyrazol-4-ylamine), COC1=C(C=CC=C1OC)/C=C/C(=O)O ((E)-3-(2,3-dimethoxy-phenyl)-acrylic acid), 05b. Yields the product FC(C)(F)C1=CC=C(O1)CN1N=CC(=C1)NC(\C=C\C1=C(C(=CC=C1)OC)OC)=O ((E)-N-{1-[5-(1,1-Difluoro-ethyl)-furan-2-ylmethyl]-1H-pyrazol-4-yl}-3-(2,3-dimethoxy-phenyl)-acrylamide). Procedure: Following general procedure B, starting from 1-[5-(1,1-difluoro-ethyl)-furan-2-ylmethyl]-1H-pyrazol-4-ylamine and (E)-3-(2,3-dimethoxy-phenyl)-acrylic acid. LC-MS-conditions 05b: tR=1.06 min; [M+H]+=418.09. RXN SMILES: [F:1][C:2]([C:5]1[O:9][C:8]([CH2:10][N:11]2[CH:15]=[C:14]([NH2:16])[CH:13]=[N:12]2)=[CH:7][CH:6]=1)([F:4])[CH3:3].[CH3:17][O:18][C:19]1[C:24]([O:25][CH3:26])=[CH:23][CH:22]=[CH:21][C:20]=1/[CH:27]=[CH:28]/[C:29](O)=[O:30]>>[F:4][C:2]([C:5]1[O:9][C:8]([CH2:10][N:11]2[CH:15]=[C:14]([NH:16][C:29](=[O:30])/[CH:28]=[CH:27]/[C:20]3[CH:21]=[CH:22][CH:23]=[C:24]([O:25][CH3:26])[C:19]=3[O:18][CH3:17])[CH:13]=[N:12]2)=[CH:7][CH:6]=1)([F:1])[CH3:3]. Starting materials: Brc1cccnc1 (bromide 22), CC1(C)OB(c2cnn(Cc3ccccc3)c2)OC1(C)C (boronate S14/water), O (water). Reagents/catalysts: C1CCC2=NCCCN2CC1 (DBU 24), CS(=O)(=O)O[Pd]1(<-P(C2=CC=CC=C2)(C2=CC=CC=C2)C2=C(C3=C(P(C4=CC=CC=C4)C4=CC=CC=C4)C=CC4=C3C=CC=C4)C3=C(C=CC=C3)C=C2)<-NC2=C(C=CC=C2)C2=CC=CC=C21 (BINAP Pd G3 30). Run in CS(C)=O (DMSO), CS(C)=O (DMSO), CS(C)=O (DMSO), CS(C)=O (DMSO). Conditions: time 22 hour. Product: c1ccc(Cn2cc(-c3cccnc3)cn2)cc1, Brc1cccnc1, CC1(C)OB(c2cnn(Cc3ccccc3)c2)OC1(C)C, c1ccc(-c2ccccc2)cc1 (biphenyl). Reported procedure: The Mosquito was used to combine the source plate solutions by multi-aspiration of 250 nL of each of the four reaction components and then to dose the resulting reaction mixture (1 uL) into a 1536-well plate Reactants: BrCCCCCCCCCC (1-bromodecane), S1C=CC=C1 (Thiophene), C1CCOC1 (THF), C(CCC)[Li] (n-butyllithium). Run in CCCCCC (n-hexane), O (water). Conditions: temperature -78 celsius, time 1 hour. Product: C(CCCCCCCCC)C=1SC=CC1 (2-decylthiophene). Yield: 94.1%. As a reaction SMILES: [S:1]1[CH:5]=[CH:4][CH:3]=[CH:2]1.C1COCC1.C([Li])CCC.Br[CH2:17][CH2:18][CH2:19][CH2:20][CH2:21][CH2:22][CH2:23][CH2:24][CH2:25][CH3:26]>CCCCCC.O>[CH2:17]([C:2]1[S:1][CH:5]=[CH:4][CH:3]=1)[CH2:18][CH2:19][CH2:20][CH2:21][CH2:22][CH2:23][CH2:24][CH2:25][CH3:26]. Procedure details: Thiophene (67.4 g, 0.801 mol) and THF (200 ml) were placed in a 1000-ml three-necked flask equipped with a 200-ml dropping funnel and a reflux tube. The solution was cooled to −78° C., and a solution (200 ml) of n-butyllithium (2.6 M) in n-hexane was added dropwise to the cooled solution over a period of about one hr. After the completion of the dropwise addition, the mixture was stirred at −78° C. for about one hr. Thereafter, the reaction temperature was raised to room temperature. At that tem... Reactants: C(C1=CC=CC=C1)SC1=CC(OC=C1)=O (4-benzylthio-2-oxo-2H-pyrane), C1(C=CC(C2=CC3=CC=CC=C3C=C12)=O)=O (1,4-anthraquinone). The reagents and catalysts are O=[Mn]=O (MnO2). Run in C1=CC(=CC=C1Cl)Cl (dichlorobenzene). Run at temperature 180 celsius. Product: C(C1=CC=CC=C1)SC1=CC=2C(C3=CC4=CC=CC=C4C=C3C(C2C=C1)=O)=O (2-Benzylthionaphthacene-5,12-dione). RXN SMILES: [CH2:1]([S:8][C:9]1[CH:14]=[CH:13]O[C:11](=O)[CH:10]=1)[C:2]1[CH:7]=[CH:6][CH:5]=[CH:4][CH:3]=1.[C:16]1(=[O:31])[C:29]2[C:20](=[CH:21][C:22]3[C:27]([CH:28]=2)=[CH:26][CH:25]=[CH:24][CH:23]=3)[C:19](=[O:30])[CH:18]=C1>C1C(Cl)=CC=C(Cl)C=1.O=[Mn]=O>[CH2:1]([S:8][C:9]1[CH:14]=[CH:13][C:18]2[C:19](=[O:30])[C:20]3[C:29](=[CH:28][C:27]4[C:22]([CH:21]=3)=[CH:23][CH:24]=[CH:25][CH:26]=4)[C:16](=[O:31])[C:11]=2[CH:10]=1)[C:2]1[CH:3]=[CH:4][CH:5]=[CH:6][CH:7]=1. Procedure details: A mixture of 0.27 g (0.0012 mol) of 4-benzylthio-2-oxo-2H-pyrane, 0.25 g (0.0012 mol) of 1,4-anthraquinone and 0.10 g (0.0012 mol) of MnO2 in 5 ml of dichlorobenzene is heated for 24 hours under reflux (180° C.), then cooled and chromatographed over silica gel. Using cyclohexane as eluant, dichlorbenzene is first extracted, then the crude product is chromatographed with CH2Cl2. The pre-purified product is chromatographed once more, using CH2Cl2 as eluant, and the solvent is removed by evaporatio... The reactants are O(S(=O)(=O)C(F)(F)F)CC(F)(F)F (Trifluoroethyl triflate), IC=1C=NNC1 (4-iodo-pyrazole), C([O-])([O-])=O.[Cs+].[Cs+] (cesium carbonate), CN(C)C=O (DMF). The solvent is O (water). Conditions: time 4.5 hour. Product: IC=1C=NN(C1)CC(F)(F)F (4-Iodo-1-(2,2,2-trifluoroethyl)-1H-pyrazole). Isolated yield 103.5%. Reaction SMILES: [I:1][C:2]1[CH:3]=[N:4][NH:5][CH:6]=1.C(=O)([O-])[O-].[Cs+].[Cs+].CN(C=O)C.O([CH2:26][C:27]([F:30])([F:29])[F:28])S(C(F)(F)F)(=O)=O>O>[I:1][C:2]1[CH:3]=[N:4][N:5]([CH2:26][C:27]([F:30])([F:29])[F:28])[CH:6]=1 |f:1.2.3|. Procedure details: A mixture of 4-iodo-pyrazole (582 mg, 3.0 mmole) and cesium carbonate (1.96 g, 6.0 mmole) was stirred with DMF (6 mL) for 5 minutes. Trifluoroethyl triflate (0.52 mL, 870 mg, 3.75 mmole) was added and the reaction was stirred at room temperature for 4.5 hours. The reaction was added to water (60 mL) and extracted with ether (3×25 mL). The combined organic extracts were washed with water (3×20 mL) and with brine; then dried (MgSO4) and evaporated to afford the title compound (857 mg, 89%). 1H-NMR... The product is COC(=O)Cc1ccc(Cl)c(O)c1. Reactants: BrB(Br)Br, ClCCl, ClCCl, COC(=O)Cc1ccc(Cl)c(OC)c1, O. RXN SMILES: [B:18]([Br:19])([Br:20])[Br:21].[CH2:15]([Cl:16])[Cl:17].[CH2:23]([Cl:24])[Cl:25].[CH3:1][O:2][C:3]([CH2:4][c:5]1[cH:6][c:7]([O:12][CH3:13])[c:8]([Cl:11])[cH:9][cH:10]1)=[O:14].[OH2:22]>>[CH3:1][O:2][C:3]([CH2:4][c:5]1[cH:6][c:7]([OH:12])[c:8]([Cl:11])[cH:9][cH:10]1)=[O:14]. Starting materials: CCOC(=O)C=C(C)C=CC(F)=C(C)c1cc2c(c(Br)c1OCC)C(C)(C)CC=C2C(C)(C)C, CCO, [Na+], [OH-]. RXN SMILES: [Br:1][c:2]1[c:3]([O:32][CH2:33][CH3:34])[c:4]([C:18](=[C:19]([CH:20]=[CH:21][C:22](=[CH:23][C:24](=[O:25])[O:26][CH2:27][CH3:28])[CH3:29])[F:30])[CH3:31])[cH:5][c:6]2[c:11]1[C:10]([CH3:12])([CH3:13])[CH2:9][CH:8]=[C:7]2[C:14]([CH3:15])([CH3:16])[CH3:17].[CH3:37][CH2:38][OH:39].[Na+:36].[OH-:35]>>[Br:1][c:2]1[c:3]([O:32][CH2:33][CH3:34])[c:4]([C:18](=[C:19]([CH:20]=[CH:21][C:22](=[CH:23][C:24](=[O:25])[OH:26])[CH3:29])[F:30])[CH3:31])[cH:5][c:6]2[c:11]1[C:10]([CH3:12])([CH3:13])[CH2:9][CH:8]=[C:7]2[C:14]([CH3:15])([CH3:16])[CH3:17]. The product is CCOc1c(C(C)=C(F)C=CC(C)=CC(=O)O)cc2c(c1Br)C(C)(C)CC=C2C(C)(C)C.